This data is from the Open Reaction Database (ORD), a public repository of structured organic reaction records. The task is: describe an organic reaction: reactants, conditions, products, and yield Starting materials: CC1=CC(=C(C(=C1)C(=O)C)O)[N+](=O)[O-] (2-hydroxy-5-methyl-3-nitroacetophenone). Run at time 44 minute. As a reaction SMILES: [CH3:1][C:2]1[CH:7]=[C:6]([C:8]([CH3:10])=[O:9])[C:5]([OH:11])=[C:4]([N+:12]([O-])=O)[CH:3]=1>C(O)C.[Pt]>[CH3:1][C:2]1[CH:7]=[C:6]([C:8]([CH3:10])=[O:9])[C:5]([OH:11])=[C:4]([NH2:12])[CH:3]=1. Yields the product CC1=CC(=C(C(=C1)C(=O)C)O)N (3-amino-2-hydroxy-5-methylacetophenone). The yield is 67.9%. Run in C(C)O (ethanol). The reagents and catalysts are [Pt] (platinum on charcoal). Procedure details: A solution of 2-hydroxy-5-methyl-3-nitroacetophenone [4.0 g; Joshi et al., J. Amer. Chem. Soc., (1954), 76, 4993] in ethanol (150 ml) was hydrogenated at 25° C. and 3.5 kg/cm2 for 44 minutes using a catalyst of platinum on charcoal. The solution was filtered and the filtrate was evaporated at 30° C. under diminished pressure to give a dark red oil, which set to a semi-solid on standing overnight. This material was purified by chromatography on a column of silica gel using diethyl ether as eluant... Starting materials: NC1=CC(=NN1C=1C=CC(=C(C1)O)Cl)C(C)(C)C (5-(5-amino-3-tert-butyl-pyrazol-1-yl)-2-chloro-phenol), 2-N, O1CCN(CC1)C(C)O (morpholino ethanol), C1=CC=C(C=C1)P(C2=CC=CC=C2)C3=CC=CC=C3 (Ph3P), CCOC(=O)/N=N/C(=O)OCC (DEAD). Run in C1CCOC1 (THF), O (water). Run at time 1 hour. Yields the product C(C)(C)(C)C=1C=C(N(N1)C1=CC(=C(C=C1)Cl)OCCN1CCOCC1)N (5-tert-Butyl-2-[4-chloro-3-(2-morpholin-4-yl-ethoxy)-phenyl]-2H-pyrazol-3-ylamine). Yield: 80.0%. RXN SMILES: [NH2:1][C:2]1[N:6]([C:7]2[CH:8]=[CH:9][C:10]([Cl:14])=[C:11]([OH:13])[CH:12]=2)[N:5]=[C:4]([C:15]([CH3:18])([CH3:17])[CH3:16])[CH:3]=1.[O:19]1[CH2:24][CH2:23][N:22]([CH:25](O)[CH3:26])[CH2:21][CH2:20]1.C1C=CC(P(C2C=CC=CC=2)C2C=CC=CC=2)=CC=1.CCOC(/N=N/C(OCC)=O)=O>C1COCC1.O>[C:15]([C:4]1[CH:3]=[C:2]([NH2:1])[N:6]([C:7]2[CH:8]=[CH:9][C:10]([Cl:14])=[C:11]([O:13][CH2:26][CH2:25][N:22]3[CH2:23][CH2:24][O:19][CH2:20][CH2:21]3)[CH:12]=2)[N:5]=1)([CH3:18])([CH3:17])[CH3:16]. Reported procedure: To a stirred solution of 5-(5-amino-3-tert-butyl-pyrazol-1-yl)-2-chloro-phenol (WO2007/091152, which is incorporated herein by reference; 200 mg, 0.75 mmol), 2-N morpholino ethanol (137 μL, 1.13 mmol) and Ph3P (394 mg, 1.50 mmol) in THF (7.5 mL) at 0° C. was added DEAD (236 μL, 1.50 mmol). After 1 h, the reaction mixture was diluted with water and extracted with DCM. The combined organics were dried and concentrated in vacuo. The residue was purified by FCC, using 0-5% [2M NH3 in MeOH] in DCM, t... Starting materials: O=C1Nc2cc(Br)ccc2N2CCc3cccc1c32, Cc1ccccc1, [Cl-], [Cl-], [Cl-], [Cl-], [Na+], [OH-], [Ti+4], c1ccc(N2CCNCC2)cc1. The product is Brc1ccc2c(c1)N=C(N1CCN(c3ccccc3)CC1)c1cccc3c1N2CC3. Reaction SMILES: [Br:1][c:2]1[cH:3][c:4]2[c:5]([cH:18][cH:19]1)[N:6]1[c:7]3[c:8]([cH:12][cH:13][cH:14][c:15]3[CH2:16][CH2:17]1)[C:9](=[O:11])[NH:10]2.[CH3:39][c:40]1[cH:41][cH:42][cH:43][cH:44][cH:45]1.[Cl-:34].[Cl-:35].[Cl-:36].[Cl-:37].[Na+:33].[OH-:32].[Ti+4:38].[c:20]1([N:26]2[CH2:27][CH2:28][NH:29][CH2:30][CH2:31]2)[cH:21][cH:22][cH:23][cH:24][cH:25]1>>[Br:1][c:2]1[cH:3][c:4]2[c:5]([cH:18][cH:19]1)[N:6]1[c:7]3[c:8]([cH:12][cH:13][cH:14][c:15]3[CH2:16][CH2:17]1)[C:9]([N:29]1[CH2:28][CH2:27][N:26]([c:20]3[cH:21][cH:22][cH:23][cH:24][cH:25]3)[CH2:31][CH2:30]1)=[N:10]2. Starting materials: O=C1NC(C2=CC=CC=C12)=O (1,3-dioxoisoindole), ClC=1C=C2C(C(=O)NC2=O)=CC1S(N)(=O)=O (4-chloro-5-sulfamoylphthalimide), NC1CCN(CC1)CC1=C(C=CC=C1)C (4-amino-1-[(2-methylphenyl)methyl]piperidine), C(CCCC)O (n-pentanol). Run in CCCCCCC (n-heptane). Product: ClC1=C(C=C2C(N(C(C2=C1)=O)C1CCN(CC1)CC1=C(C=CC=C1)C)=O)S(=O)(=O)N (6-chloro-2,3-dihydro-2-[1-[(2-methylphenyl)methyl]-4-piperidinyl]-1,3-dioxo-1H-isoindole-5-sulfonamide). Reaction SMILES: [Cl:1][C:2]1[CH:3]=[C:4]2[C:9](=[O:10])[NH:8][C:6](=[O:7])[C:5]2=[CH:11][C:12]=1[S:13](=[O:16])(=[O:15])[NH2:14].N[CH:18]1[CH2:23][CH2:22][N:21]([CH2:24][C:25]2[CH:30]=[CH:29][CH:28]=[CH:27][C:26]=2[CH3:31])[CH2:20][CH2:19]1.C(O)CCCC.O=C1C2C(=CC=CC=2)C(=O)N1>CCCCCCC>[Cl:1][C:2]1[CH:3]=[C:4]2[C:5]([C:6](=[O:7])[N:8]([CH:18]3[CH2:19][CH2:20][N:21]([CH2:24][C:25]4[CH:30]=[CH:29][CH:28]=[CH:27][C:26]=4[CH3:31])[CH2:22][CH2:23]3)[C:9]2=[O:10])=[CH:11][C:12]=1[S:13]([NH2:14])(=[O:16])=[O:15]. Procedure: A mixture of 4-chloro-5-sulfamoylphthalimide (5.74 g., 0.022 mole) and 4-amino-1-[(2-methylphenyl)methyl]piperidine (4.5 g., 0.022 mole) in 85 ml. of n-pentanol was reacted according to the procedure of Example 1(a). Addition of n-heptane to the reaction mixture afforded 7.9 g. (80%) of the 1,3-dioxoisoindole product, m.p. 283°-243°. Crystallization of this material from DMF-methanol provided analytically pure 6-chloro-2,3-dihydro-2-[1-[(2-methylphenyl)methyl]-4-piperidinyl]-1,3-dioxo-1H-isoindo... The product is COC(=O)C(Cc1ccc(N)cc1)NC(=O)Nc1ccccc1S(=O)(=O)c1ccccc1. Starting materials: COC(=O)C(Cc1ccc([N+](=O)[O-])cc1)NC(=O)Nc1ccccc1S(=O)(=O)c1ccccc1, CCO. Reaction SMILES: [CH3:1][O:2][C:3]([CH:4]([CH2:5][c:6]1[cH:7][cH:8][c:9]([N+:12]([O-:13])=[O:14])[cH:10][cH:11]1)[NH:15][C:16](=[O:17])[NH:18][c:19]1[c:20]([S:25](=[O:26])(=[O:27])[c:28]2[cH:29][cH:30][cH:31][cH:32][cH:33]2)[cH:21][cH:22][cH:23][cH:24]1)=[O:34].[CH3:35][CH2:36][OH:37]>>[CH3:1][O:2][C:3]([CH:4]([CH2:5][c:6]1[cH:7][cH:8][c:9]([NH2:12])[cH:10][cH:11]1)[NH:15][C:16](=[O:17])[NH:18][c:19]1[c:20]([S:25](=[O:26])(=[O:27])[c:28]2[cH:29][cH:30][cH:31][cH:32][cH:33]2)[cH:21][cH:22][cH:23][cH:24]1)=[O:34]. The reactants are ClC(C(=O)C1=CC=C2CN(C3=C(CN21)C=CC=C3)C(COC3=CC=C(C=C3)Cl)=O)(Cl)Cl (2,2,2-Trichloro-1-{10-[(4-chlorophenoxy)acetyl]-10,11-dihydro-5H-pyrrolo[2,1-c][1,4]benzodiazepin-3-yl}ethanone), FC(C=1C=C(CN)C=CC1)(F)F (3-trifluoromethylbenzylamine). Yields the product ClC1=CC=C(OCC(=O)N2CC=3N(CC4=C2C=CC=C4)C(=CC3)C(=O)NCC3=CC(=CC=C3)C(F)(F)F)C=C1 (10-[(4-CHLOROPHENOXY)ACETYL]-N-[3-(TRIFLUOROMETHYL)BENZYL]-10,11-DIHYDRO-5H-PYRROLO[2,1-C][1,4]BENZODIAZEPINE-3-CARBOXAMIDE). Reaction SMILES: ClC(Cl)(Cl)[C:3]([C:5]1[N:14]2[C:8]([CH2:9][N:10]([C:19](=[O:29])[CH2:20][O:21][C:22]3[CH:27]=[CH:26][C:25]([Cl:28])=[CH:24][CH:23]=3)[C:11]3[CH:18]=[CH:17][CH:16]=[CH:15][C:12]=3[CH2:13]2)=[CH:7][CH:6]=1)=[O:4].[F:32][C:33]([F:43])([F:42])[C:34]1[CH:35]=[C:36]([CH:39]=[CH:40][CH:41]=1)[CH2:37][NH2:38]>>[Cl:28][C:25]1[CH:24]=[CH:23][C:22]([O:21][CH2:20][C:19]([N:10]2[C:11]3[CH:18]=[CH:17][CH:16]=[CH:15][C:12]=3[CH2:13][N:14]3[C:5]([C:3]([NH:38][CH2:37][C:36]4[CH:39]=[CH:40][CH:41]=[C:34]([C:33]([F:32])([F:42])[F:43])[CH:35]=4)=[O:4])=[CH:6][CH:7]=[C:8]3[CH2:9]2)=[O:29])=[CH:27][CH:26]=1. Reported procedure: The title compound was synthesized from 2,2,2-trichloro-1-{10-[(4-chlorophenoxy) acetyl]-10,11-dihydro-5H-pyrrolo[2,1-c][1,4]benzodiazepin-3-yl}ethanone of Example 67 (0.3 mmol) and 3-trifluoromethylbenzylamine (2.2 eq.) in the manner of example 68, m.p.143-145° C. MS [(+)ESI, m/z]: 554 [M+H]+ Anal. Calcd for C29H23CIF3N3O3: C, 62.88; H, 4.18; N, 7.59. Found: C, 62.87; H, 4.08; N, 7.52.